Dataset: the Open Reaction Database (ORD), a public repository of structured organic reaction records. Task: describe an organic reaction: reactants, conditions, products, and yield The reactants are C(CCC)[Sn](C1=NC=CC=C1)(CCCC)CCCC (2-(tributylstannyl)pyridine), C1(=CC=CC=C1)[As](C1=CC=CC=C1)C1=CC=CC=C1 (triphenylarsine), C(CCCCC)N1C(C2C(C2C1)(C)C1=CC(=CC=C1)I)=O (3-hexyl-6-(3-iodophenyl)-6-methyl-3-azabicyclo[3.1.0]hexan-2-one). The reagents and catalysts are C=1C=CC(=CC1)/C=C/C(=O)/C=C/C2=CC=CC=C2.C=1C=CC(=CC1)/C=C/C(=O)/C=C/C2=CC=CC=C2.C=1C=CC(=CC1)/C=C/C(=O)/C=C/C2=CC=CC=C2.[Pd].[Pd] (tris(dibenzylideneacetone)dipalladium). Run in O1CCCC1 (tetrahydrofuran), O1CCCC1 (tetrahydrofuran), O1CCCC1 (tetrahydrofuran). Reaction conditions: time 5 minute. Product: C(CCCCC)N1C(C2C(C2C1)(C1=CC(=CC=C1)C1=NC=CC=C1)C)=O (3-Hexyl-6-methyl-6-[3-(2-pyridinyl)phenyl]-3-azabicyclo[3.1.0]hexan-2-one). Yield: 101.2%. RXN SMILES: C1([As](C2C=CC=CC=2)C2C=CC=CC=2)C=CC=CC=1.C([Sn](CCCC)(CCCC)[C:25]1[CH:30]=[CH:29][CH:28]=[CH:27][N:26]=1)CCC.[CH2:39]([N:45]1[CH2:50][CH:49]2[CH:47]([C:48]2([C:52]2[CH:57]=[CH:56][CH:55]=[C:54](I)[CH:53]=2)[CH3:51])[C:46]1=[O:59])[CH2:40][CH2:41][CH2:42][CH2:43][CH3:44]>O1CCCC1.C1C=CC(/C=C/C(/C=C/C2C=CC=CC=2)=O)=CC=1.C1C=CC(/C=C/C(/C=C/C2C=CC=CC=2)=O)=CC=1.C1C=CC(/C=C/C(/C=C/C2C=CC=CC=2)=O)=CC=1.[Pd].[Pd]>[CH2:39]([N:45]1[CH2:50][CH:49]2[CH:47]([C:48]2([CH3:51])[C:52]2[CH:57]=[CH:56][CH:55]=[C:54]([C:25]3[CH:30]=[CH:29][CH:28]=[CH:27][N:26]=3)[CH:53]=2)[C:46]1=[O:59])[CH2:40][CH2:41][CH2:42][CH2:43][CH3:44] |f:4.5.6.7.8|. Reported procedure: To tris(dibenzylideneacetone)dipalladium (0) (4.4 mg, 4.80 μmol) in tetrahydrofuran (1 ml) at room temperature was added triphenylarsine (5.9 mg, 19.2 μmol). After 5 min, 2-(tributylstannyl)pyridine (0.10 g, 0.29 mmol) in tetrahydrofuran (1 ml) was added followed by 3-hexyl-6-(3-iodophenyl)-6-methyl-3-azabicyclo[3.1.0]hexan-2-one (Preparation 67, 77 mg, 0.19 mmol) in tetrahydrofuran (1 ml). The reaction mixture was stirred at room temperature for 16 h and then refluxed for 2 h. The cooled reacti... Starting materials: O (water), BrC1=CC=C(C=C1)CCO (2-(4-bromophenyl)ethanol), C(C)(C)N(CC)C(C)C (diisopropylethylamine), COCCl (chloromethyl methyl ether). The solvent is ClCCl (dichloromethane). Reaction conditions: time 2 hour. The product is BrC1=CC=C(C=C1)CCOCOC (1-bromo-4-[2-(methoxymethyloxy)ethyl]-benzene). Reaction SMILES: [Br:1][C:2]1[CH:7]=[CH:6][C:5]([CH2:8][CH2:9][OH:10])=[CH:4][CH:3]=1.C(N(C(C)C)CC)(C)C.[CH3:20][O:21][CH2:22]Cl.O>ClCCl>[Br:1][C:2]1[CH:7]=[CH:6][C:5]([CH2:8][CH2:9][O:10][CH2:20][O:21][CH3:22])=[CH:4][CH:3]=1. Reported procedure: To a solution of 2-(4-bromophenyl)ethanol (1.0 g) and diisopropylethylamine (1.3 mL) in dichloromethane (5 mL) was added chloromethyl methyl ether (0.75 mL), and the mixture was stirred at room temperature for 2 hours. To the reaction mixture was added water, and the organic layer was separated and dried over anhydrous sodium sulfate. The solvent was removed under reduced pressure. The residue was purified by column chromatography on silica gel (eluent: hexane/ethyl acetate=15/1–10/1) to give 1-... Reactants: CCCC(=O)C1C(=O)CC(C2CCOCC2)CC1=O, C=CCON, CO. Product: C=CCONC(CCC)=C1C(=O)CC(C2CCOCC2)CC1=O. RXN SMILES: [C:1]([CH2:2][CH2:3][CH3:4])(=[O:5])[CH:6]1[C:7](=[O:19])[CH2:8][CH:9]([CH:13]2[CH2:14][CH2:15][O:16][CH2:17][CH2:18]2)[CH2:10][C:11]1=[O:12].[CH2:20]([CH:21]=[CH2:22])[O:23][NH2:24].[CH3:25][OH:26]>>[C:1]([CH2:2][CH2:3][CH3:4])(=[C:6]1[C:7](=[O:19])[CH2:8][CH:9]([CH:13]2[CH2:14][CH2:15][O:16][CH2:17][CH2:18]2)[CH2:10][C:11]1=[O:12])[NH:24][O:23][CH2:20][CH:21]=[CH2:22]. Starting materials: FC(C1=NC2=C(N1C1=NC(=NC(=N1)N1CCOCC1)C1CN(CCC1)C(=O)OC(C)(C)C)C=CC=C2OC)F (tert-butyl 3-[4-[2-(difluoromethyl)-4-methoxy-1H-benzimidazol-1-yl]-6-(4-morpholinyl)-1,3,5-triazin-2-yl]-1-piperidinecarboxylate), C(=O)(C(F)(F)F)O (TFA). The solvent is C(Cl)Cl (CH2Cl2). Yields the product FC(C1=NC2=C(N1C1=NC(=NC(=N1)N1CCOCC1)C1CNCCC1)C=CC=C2OC)F (2-(difluoromethyl)-4-methoxy-1-[4-(4-morpholinyl)-6-(3-piperidinyl)-1,3,5-triazin-2-yl]-1H-benzimidazole). Reaction SMILES: [F:1][CH:2]([F:39])[C:3]1[N:7]([C:8]2[N:13]=[C:12]([N:14]3[CH2:19][CH2:18][O:17][CH2:16][CH2:15]3)[N:11]=[C:10]([CH:20]3[CH2:25][CH2:24][CH2:23][N:22](C(OC(C)(C)C)=O)[CH2:21]3)[N:9]=2)[C:6]2[CH:33]=[CH:34][CH:35]=[C:36]([O:37][CH3:38])[C:5]=2[N:4]=1.C(O)(C(F)(F)F)=O>C(Cl)Cl>[F:39][CH:2]([F:1])[C:3]1[N:7]([C:8]2[N:13]=[C:12]([N:14]3[CH2:15][CH2:16][O:17][CH2:18][CH2:19]3)[N:11]=[C:10]([CH:20]3[CH2:25][CH2:24][CH2:23][NH:22][CH2:21]3)[N:9]=2)[C:6]2[CH:33]=[CH:34][CH:35]=[C:36]([O:37][CH3:38])[C:5]=2[N:4]=1. Reported procedure: Reaction of tert-butyl 3-[4-[2-(difluoromethyl)-4-methoxy-1H-benzimidazol-1-yl]-6-(4-morpholinyl)-1,3,5-triazin-2-yl]-1-piperidinecarboxylate (0.22 g, 0.40 mmol) with TFA (0.5 mL) in CH2Cl2 (8 mL) gave 2-(difluoromethyl)-4-methoxy-1-[4-(4-morpholinyl)-6-(3-piperidinyl)-1,3,5-triazin-2-yl]-1H-benzimidazole, which was dissolved in a mixture of CH2Cl2 (4 mL) and NEt3 (0.29 mL, 2.1 mmol) and cooled to 0° C. Methanesulfonyl chloride (0.05 mL, 0.65 mmol) was added, and the resulting mixture was allowe... Starting materials: BrCC=1C=C(C=C(C1)Cl)C1=CC=C(C=C1)C#N (3′-(Bromomethyl)-5′-chlorobiphenyl-4-carbonitrile), OCC1(CCN(CC1)C(=O)OC(C)(C)C)C1=CC=CC=C1 (tert-butyl 4-(hydroxymethyl)-4-phenylpiperidine-1-carboxylate), [H-].[Na+] (sodium hydride). Solvent: CN(C=O)C (dimethylformamide), O (water). Run at temperature 0 celsius, time 1 hour. The product is ClC=1C=C(C=C(C1)C1=CC=C(C=C1)C#N)COCC1(CCN(CC1)C(=O)OC(C)(C)C)C1=CC=CC=C1 (tert-Butyl 4-(((5-chloro-4′-cyanobiphenyl-3-yl)methoxy)methyl)-4-phenylpiperidine-1-carboxylate). As a reaction SMILES: Br[CH2:2][C:3]1[CH:4]=[C:5]([C:10]2[CH:15]=[CH:14][C:13]([C:16]#[N:17])=[CH:12][CH:11]=2)[CH:6]=[C:7]([Cl:9])[CH:8]=1.[OH:18][CH2:19][C:20]1([C:33]2[CH:38]=[CH:37][CH:36]=[CH:35][CH:34]=2)[CH2:25][CH2:24][N:23]([C:26]([O:28][C:29]([CH3:32])([CH3:31])[CH3:30])=[O:27])[CH2:22][CH2:21]1.[H-].[Na+]>CN(C)C=O.O>[Cl:9][C:7]1[CH:8]=[C:3]([CH2:2][O:18][CH2:19][C:20]2([C:33]3[CH:34]=[CH:35][CH:36]=[CH:37][CH:38]=3)[CH2:25][CH2:24][N:23]([C:26]([O:28][C:29]([CH3:31])([CH3:32])[CH3:30])=[O:27])[CH2:22][CH2:21]2)[CH:4]=[C:5]([C:10]2[CH:15]=[CH:14][C:13]([C:16]#[N:17])=[CH:12][CH:11]=2)[CH:6]=1 |f:2.3|. Procedure: 3′-(Bromomethyl)-5′-chlorobiphenyl-4-carbonitrile (38.3 mg, 0.12 mmol) and tert-butyl 4-(hydroxymethyl)-4-phenylpiperidine-1-carboxylate (30.3 mg, 0.1 mmol) were combined in dimethylformamide (2 mL) and cooled to 0° C. The reaction was treated with sodium hydride (5 mg, 0.2 mmol), stirred at 0° C. for 1 h, and at room temperature for 30 min. The reaction mixture was diluted with water and extracted with ethyl acetate (2×). The organic layers were pooled together, washed with brine (2×), dried ov... Starting materials: S1C=C(C=C1)CC(=O)O (3-thiopheneacetic acid), NC(C(=O)OCC(C)C)CC (iso-butyl 2-aminobutyrate). Yields the product C(C(C)C)OC(C(CC)NC(CC1=CSC=C1)=O)=O (2-[(thien-3-yl)acetamido]butyric acid iso-butyl ester). As a reaction SMILES: [S:1]1[CH:5]=[CH:4][C:3]([CH2:6][C:7]([OH:9])=O)=[CH:2]1.[NH2:10][CH:11]([CH2:19][CH3:20])[C:12]([O:14][CH2:15][CH:16]([CH3:18])[CH3:17])=[O:13]>>[CH2:15]([O:14][C:12](=[O:13])[CH:11]([NH:10][C:7](=[O:9])[CH2:6][C:3]1[CH:4]=[CH:5][S:1][CH:2]=1)[CH2:19][CH3:20])[CH:16]([CH3:17])[CH3:18]. Reported procedure: Following General Procedure BI above and using 3-thiopheneacetic acid (Aldrich) and iso-butyl 2-aminobutyrate (prepared following General Procedure BJ above), the title compound was prepared. The reaction was monitored by tic on silica gel and purification was by filtration as described in the general procedure. The reactants are CC(=O)OC1CCC2(C)C(CCC3C2CC(O)C2(C)C(C(C)=O)CC(O)C32)C1, CS(=O)(=O)Cl, c1ccncc1. The product is CC(=O)OC1CCC2(C)C(CCC3C2CC(O)C2(C)C(C(C)=O)CC(OS(C)(=O)=O)C32)C1. As a reaction SMILES: [OH:1][CH:2]1[CH2:3][CH:4]2[C:5]3([CH3:28])[CH2:6][CH2:7][CH:8]([O:24][C:25]([CH3:26])=[O:27])[CH2:9][CH:10]3[CH2:11][CH2:12][CH:13]2[CH:14]2[CH:15]([OH:23])[CH2:16][CH:17]([C:18]([CH3:19])=[O:20])[C:21]12[CH3:22].[S:29](=[O:30])(=[O:31])([CH3:32])[Cl:33].[cH:34]1[cH:35][cH:36][n:37][cH:38][cH:39]1>>[OH:1][CH:2]1[CH2:3][CH:4]2[C:5]3([CH3:28])[CH2:6][CH2:7][CH:8]([O:24][C:25]([CH3:26])=[O:27])[CH2:9][CH:10]3[CH2:11][CH2:12][CH:13]2[CH:14]2[CH:15]([O:23][S:29](=[O:30])(=[O:31])[CH3:32])[CH2:16][CH:17]([C:18]([CH3:19])=[O:20])[C:21]12[CH3:22]. Product: CCOC(=O)c1ccc(Sc2ccc(Cl)cc2)c([N+](=O)[O-])c1. The reactants are O=C([O-])[O-], CCO, Sc1ccc(Cl)cc1, CCOC(=O)c1ccc(Cl)c([N+](=O)[O-])c1, [K+], [K+]. Reaction SMILES: [C:24](=[O:25])([O-:26])[O-:27].[CH3:30][CH2:31][OH:32].[Cl:16][c:17]1[cH:18][cH:19][c:20]([SH:23])[cH:21][cH:22]1.[Cl:1][c:2]1[c:3]([N+:13](=[O:14])[O-:15])[cH:4][c:5]([C:6](=[O:7])[O:8][CH2:9][CH3:10])[cH:11][cH:12]1.[K+:28].[K+:29]>>[c:2]1([S:23][c:20]2[cH:19][cH:18][c:17]([Cl:16])[cH:22][cH:21]2)[c:3]([N+:13](=[O:14])[O-:15])[cH:4][c:5]([C:6](=[O:7])[O:8][CH2:9][CH3:10])[cH:11][cH:12]1. Reactants: ClC1=NC=C(C=C1)C(=O)C1=CN=CN1C (2-chloro-5-[(1-methyl-1H-imidazol-5-yl)carbonyl]pyridine), ClC1=NC=C(C=C1)C(=O)C1=CN=CN1C (2-chloro-5-[(1-methyl-1H-imidazol-5-yl)carbonyl]pyridine), Na, CO (methanol). Run at temperature 75 celsius, time 4 hour. Product: COC1=CC=C(C=N1)C(=O)C1=CN=CN1C ((6-Methoxypyridin-3-yl)(1-methyl-1H-imidazol-5-yl)methanone). RXN SMILES: Cl[C:2]1[CH:7]=[CH:6][C:5]([C:8]([C:10]2[N:14]([CH3:15])[CH:13]=[N:12][CH:11]=2)=[O:9])=[CH:4][N:3]=1.[CH3:16][OH:17]>>[CH3:16][O:17][C:2]1[N:3]=[CH:4][C:5]([C:8]([C:10]2[N:14]([CH3:15])[CH:13]=[N:12][CH:11]=2)=[O:9])=[CH:6][CH:7]=1. Reported procedure: In a 50-mL round-bottom flask was placed a solution of Na (260 mg, 11.3 mmol) in methanol (15 mL) and the solution was stirred for 30 minutes at room temperature. Then 2-chloro-5-[(1-methyl-1H-imidazol-5-yl)carbonyl]pyridine (250 mg, 1.13 mmol, Intermediate 4, step c) was added. The resulting mixture was stirred for 4 hours at 75° C. and concentrated under vacuum. The residue was purified by flash column chromatography (silica gel, 100:0-20:1 CH2Cl2:MeOH) to give the title compound as a light ye...